This data is from the Open Reaction Database (ORD), a public repository of structured organic reaction records. The task is: describe an organic reaction: reactants, conditions, products, and yield The reactants are CCCCCCC(=O)N(C)Cc1cccc(-c2ccc(C=C3SC(=O)NC3=O)cc2)c1, C1COCCO1. Yields the product CCCCCCC(=O)N(C)Cc1cccc(-c2ccc(CC3SC(=O)NC3=O)cc2)c1. Reaction SMILES: [O:1]=[C:2]1[S:3][C:4](=[CH:8][c:9]2[cH:10][cH:11][c:12](-[c:15]3[cH:16][c:17]([CH2:21][N:22]([C:23]([CH2:24][CH2:25][CH2:26][CH2:27][CH2:28][CH3:29])=[O:30])[CH3:31])[cH:18][cH:19][cH:20]3)[cH:13][cH:14]2)[C:5](=[O:7])[NH:6]1.[O:32]1[CH2:33][CH2:34][O:35][CH2:36][CH2:37]1>>[O:1]=[C:2]1[S:3][CH:4]([CH2:8][c:9]2[cH:10][cH:11][c:12](-[c:15]3[cH:16][c:17]([CH2:21][N:22]([C:23]([CH2:24][CH2:25][CH2:26][CH2:27][CH2:28][CH3:29])=[O:30])[CH3:31])[cH:18][cH:19][cH:20]3)[cH:13][cH:14]2)[C:5](=[O:7])[NH:6]1. Starting materials: ClC1=C(C=CC(=C1)Cl)Br (2,4-dichlorobromobenzene), NC=1C=C2[C@H]3[C@H](CN4C2=C(C1)CCC4)CN(C3)C(=O)OC(C)(C)C ((±)-trans tert-butyl 2-amino-5,6,8a,9,11,11a-hexahydro-4H-pyrido[3,2,1-ij]pyrrolo[3,4-c]quinoline-10(8H)-carboxylate). Yields the product ClC1=C(C=CC(=C1)Cl)NC=1C=C2[C@H]3[C@H](CN4C2=C(C1)CCC4)CNC3 ((±)-trans-N-(2,4-dichlorophenyl)-5,6,8,8a,9,10,11,11a-octahydro-4H-pyrido[3,2,1-ij]pyrrolo[3,4-c]quinolin-2-amine). As a reaction SMILES: [Cl:1][C:2]1[CH:7]=[C:6]([Cl:8])[CH:5]=[CH:4][C:3]=1Br.[NH2:10][C:11]1[CH:12]=[C:13]2[C:18]3=[C:19]([CH2:21][CH2:22][CH2:23][N:17]3[CH2:16][C@@H:15]3[CH2:24][N:25](C(OC(C)(C)C)=O)[CH2:26][C@@H:14]23)[CH:20]=1>>[Cl:1][C:2]1[CH:7]=[C:6]([Cl:8])[CH:5]=[CH:4][C:3]=1[NH:10][C:11]1[CH:12]=[C:13]2[C:18]3=[C:19]([CH2:21][CH2:22][CH2:23][N:17]3[CH2:16][C@@H:15]3[CH2:24][NH:25][CH2:26][C@@H:14]23)[CH:20]=1. Procedure details: Using 2,4-dichlorobromobenzene and following the procedures described in EXAMPLE 72, (±)-trans tert-butyl 2-amino-5,6,8a,9,11,11a-hexahydro-4H-pyrido[3,2,1-ij]pyrrolo[3,4-c]quinoline-10(8H)-carboxylate was converted into the title compound of EXAMPLE 75 as an off-white powder. 1H NMR (300 MHz, CDCl3) δ 1.25 (br s, 1H), 1.70-1.90 (br s, 1H), 1.90-2.20 (m, 2H), 2.70-2.80 (m, 4H), 2.91 (t, 1H, J=9.3 Hz), 3.30-3.60 (m, 5H), 3.54 (m, 1H), 5.78 (br s, 1H), 6.51 (s, 1H), 6.68 (s, 1H), 6.79 (d, 1H, J=8.... Solvent: O (water), O (water). As a reaction SMILES: [C:1]1([B-:7]([C:20]2[CH:25]=[CH:24][CH:23]=[CH:22][CH:21]=2)([C:14]2[CH:19]=[CH:18][CH:17]=[CH:16][CH:15]=2)[C:8]2[CH:13]=[CH:12][CH:11]=[CH:10][CH:9]=2)[CH:6]=[CH:5][CH:4]=[CH:3][CH:2]=1.[Na+].[Br-].[Br-].[N+:29]1([CH2:35][CH2:36][CH2:37][CH2:38][CH2:39][N+:40]2[CH:45]=[CH:44][CH:43]=[CH:42][CH:41]=2)[CH:34]=[CH:33][CH:32]=[CH:31][CH:30]=1>O>[C:20]1([B-:7]([C:1]2[CH:2]=[CH:3][CH:4]=[CH:5][CH:6]=2)([C:8]2[CH:9]=[CH:10][CH:11]=[CH:12][CH:13]=2)[C:14]2[CH:19]=[CH:18][CH:17]=[CH:16][CH:15]=2)[CH:21]=[CH:22][CH:23]=[CH:24][CH:25]=1.[C:20]1([B-:7]([C:1]2[CH:2]=[CH:3][CH:4]=[CH:5][CH:6]=2)([C:8]2[CH:9]=[CH:10][CH:11]=[CH:12][CH:13]=2)[C:14]2[CH:19]=[CH:18][CH:17]=[CH:16][CH:15]=2)[CH:21]=[CH:22][CH:23]=[CH:24][CH:25]=1.[N+:29]1([CH2:35][CH2:36][CH2:37][CH2:38][CH2:39][N+:40]2[CH:41]=[CH:42][CH:43]=[CH:44][CH:45]=2)[CH:34]=[CH:33][CH:32]=[CH:31][CH:30]=1 |f:0.1,2.3.4,6.7.8|. Starting materials: C1(=CC=CC=C1)[B-](C1=CC=CC=C1)(C1=CC=CC=C1)C1=CC=CC=C1.[Na+] (sodium tetraphenylborate), 38.8, [Br-].[Br-].[N+]1(=CC=CC=C1)CCCCC[N+]1=CC=CC=C1 (N,N'-pentamethylenebis(pyridinium) dibromide). The yield is 64.6%. Run at time 30 minute. Product: C1(=CC=CC=C1)[B-](C1=CC=CC=C1)(C1=CC=CC=C1)C1=CC=CC=C1.C1(=CC=CC=C1)[B-](C1=CC=CC=C1)(C1=CC=CC=C1)C1=CC=CC=C1.[N+]1(=CC=CC=C1)CCCCC[N+]1=CC=CC=C1 (N,N'-pentamethylenebis(pyridinium) di(tetraphenylborate)). Procedure details: A solution of 68.45 g (0.20 mol) of sodium tetraphenylborate in 700 mL of water was added to a solution of 38.8 (0.10 mol) N,N'-pentamethylenebis(pyridinium) dibromide in 400 mL of water. The mixture was stirred for 30 minutes, filtered, and the collected solid was washed with water and methanol. The solid was recrystallized from acetonitrile, collected and dried to give 56.0 g (64.6%) of N,N'-pentamethylenebis(pyridinium) di(tetraphenylborate); mp=228°-230° C. 1H NMR was consistent with the pro... Reactants: CC(C)(C)OC(=O)CNC1CCCC1, CC(=O)c1ccccc1C(O)=S, ClCCl. Yields the product CC(=O)c1ccccc1C(=S)N(CC(=O)OC(C)(C)C)C1CCCC1. As a reaction SMILES: [C:13]([CH3:14])([CH3:15])([CH3:16])[O:17][C:18]([CH2:19][NH:20][CH:21]1[CH2:22][CH2:23][CH2:24][CH2:25]1)=[O:26].[C:1]([CH3:2])(=[O:3])[c:4]1[c:5]([C:6](=[S:7])[OH:8])[cH:9][cH:10][cH:11][cH:12]1.[CH2:27]([Cl:28])[Cl:29]>>[C:1]([CH3:2])(=[O:3])[c:4]1[c:5]([C:6](=[S:7])[N:20]([CH2:19][C:18]([O:17][C:13]([CH3:14])([CH3:15])[CH3:16])=[O:26])[CH:21]2[CH2:22][CH2:23][CH2:24][CH2:25]2)[cH:9][cH:10][cH:11][cH:12]1. Starting materials: C(C)OC(=O)C1=CC=C2C=NN(C2=C1)CC(C)N=[N+]=[N-] (1-(2-Azidopropyl)-1H-indazole-6-carboxylic acid ethyl ester), resultant suspension. The reagents and catalysts are [Pd] (Pd/C). Run in C(C)O (ethanol). The product is C(C)OC(=O)C1=CC=C2C=NN(C2=C1)C[C@H](C)N (1-((S)-2-Aminopropyl)-1H-indazole-6-carboxylic acid ethyl ester). Yield: 66.5%. RXN SMILES: [CH2:1]([O:3][C:4]([C:6]1[CH:14]=[C:13]2[C:9]([CH:10]=[N:11][N:12]2[CH2:15][CH:16]([N:18]=[N+]=[N-])[CH3:17])=[CH:8][CH:7]=1)=[O:5])[CH3:2]>C(O)C.[Pd]>[CH2:1]([O:3][C:4]([C:6]1[CH:14]=[C:13]2[C:9]([CH:10]=[N:11][N:12]2[CH2:15][C@@H:16]([NH2:18])[CH3:17])=[CH:8][CH:7]=1)=[O:5])[CH3:2]. Procedure: To a solution of the product from Step C (0.20 g, 0.73 mmol) in ethanol (10 mL) was added Pd/C (10%, 0.01 g) under nitrogen atmosphere at room temperature. The resultant suspension was stirred for 18 h under hydrogen atmosphere. The reaction was filtered through a filter aide and the filtrate was concentrated in vacuo to give a residue (0.12 g, 66%) which was purified by chromatography (silica, 10% ethyl acetate in hexane). The oil was converted to the fumaric acid salt and crystallized from met... Reactants: COC(=O)C=1N(S(C2=C(C1O)C=CC1=CC=CC=C12)(=O)=O)C (4-hydroxy-2-methyl-2H-naphtho[2,1-e]-1,2-thiazine-3-carboxylic acid methylester-1,1-dioxide), NC=1SC(=C(N1)C)C (2-amino-4,5-dimethyl-thiazole). Run in C(CCl)Cl (ethylene chloride). Yields the product CC=1N=C(SC1C)NC(=O)C=1N(S(C2=C(C1O)C=CC1=CC=CC=C12)(=O)=O)C (N-(4,5-Dimethyl-2-thiazolyl)-4-hydroxy-2-methyl-2 H-naphtho[2,1-e]-1,2-thiazine-3-carboxamide-1,1-dioxide). Yield: 31.0%. As a reaction SMILES: CO[C:3]([C:5]1[N:6]([CH3:22])[S:7](=[O:21])(=[O:20])[C:8]2[C:19]3[C:14](=[CH:15][CH:16]=[CH:17][CH:18]=3)[CH:13]=[CH:12][C:9]=2[C:10]=1[OH:11])=[O:4].[NH2:23][C:24]1[S:25][C:26]([CH3:30])=[C:27]([CH3:29])[N:28]=1>C(Cl)CCl>[CH3:29][C:27]1[N:28]=[C:24]([NH:23][C:3]([C:5]2[N:6]([CH3:22])[S:7](=[O:21])(=[O:20])[C:8]3[C:19]4[C:14](=[CH:15][CH:16]=[CH:17][CH:18]=4)[CH:13]=[CH:12][C:9]=3[C:10]=2[OH:11])=[O:4])[S:25][C:26]=1[CH3:30]. Procedure: N-(4,5-Dimethyl-2-thiazolyl)-4-hydroxy-2-methyl-2 H-naphtho[2,1-e]-1,2-thiazine-3-carboxamide-1,1-dioxide was prepared analogous to Example 22 from 4-hydroxy-2-methyl-2H-naphtho[2,1-e]-1,2-thiazine-3-carboxylic acid methylester-1,1-dioxide and 2-amino-4,5-dimethyl-thiazole. Yield: 31% of theory; m.p. 264°-265° C (decomp.; from ethylene chloride). Starting materials: C(C)(C)(C)OC(=O)NC1=CC(=C(C(=C1)[N+](=O)[O-])C)[N+](=O)[O-] (N-t-butyloxycarbonyl-3,5-dinitro-4-methylaniline). Solvent: FC(C(=O)O)(F)F (trifluoroacetic acid). Run at time 15 minute. Yields the product CC1=C(C=C(C=C1[N+](=O)[O-])N)[N+](=O)[O-] (4-methyl-3,5-dinitro-phenylamine). The yield is 47.4%. As a reaction SMILES: C(OC([NH:8][C:9]1[CH:14]=[C:13]([N+:15]([O-:17])=[O:16])[C:12]([CH3:18])=[C:11]([N+:19]([O-:21])=[O:20])[CH:10]=1)=O)(C)(C)C>FC(F)(F)C(O)=O>[CH3:18][C:12]1[C:13]([N+:15]([O-:17])=[O:16])=[CH:14][C:9]([NH2:8])=[CH:10][C:11]=1[N+:19]([O-:21])=[O:20]. Procedure: A mixture of N-t-butyloxycarbonyl-3,5-dinitro-4-methylaniline (7.8 g, from above) and trifluoroacetic acid (100 mL) was stirred at room temperature for 15 min. After evaporation of the solvent under reduced pressure, the residue was taken up in ethyl acetate (100 mL), washed with saturated sodium bicarbonate solution, half-saturated sodium chloride solution, and dried over magnesium sulfate. After evaporation of the solvent, the residue was purified by flash column chromatography on silica gel e...